From a dataset of the Open Reaction Database (ORD), a public repository of structured organic reaction records. describe an organic reaction: reactants, conditions, products, and yield The reactants are Br, O=C(OCc1ccccc1)N1CCC(C(=O)N(CCCN2CCC(Cc3ccccc3)CC2)c2ccc(Cl)c(Cl)c2)CC1, CCOCC, CC(=O)O. Yields the product O=C(C1CCNCC1)N(CCCN1CCC(Cc2ccccc2)CC1)c1ccc(Cl)c(Cl)c1. Reaction SMILES: [BrH:44].[CH2:1]([O:2][C:3](=[O:4])[N:11]1[CH2:12][CH2:13][CH:14]([C:17](=[O:18])[N:19]([c:20]2[cH:21][c:22]([Cl:27])[c:23]([Cl:26])[cH:24][cH:25]2)[CH2:28][CH2:29][CH2:30][N:31]2[CH2:32][CH2:33][CH:34]([CH2:37][c:38]3[cH:39][cH:40][cH:41][cH:42][cH:43]3)[CH2:35][CH2:36]2)[CH2:15][CH2:16]1)[c:5]1[cH:6][cH:7][cH:8][cH:9][cH:10]1.[CH2:45]([O:46][CH2:47][CH3:48])[CH3:49].[CH3:50][C:51](=[O:52])[OH:53]>>[NH:11]1[CH2:12][CH2:13][CH:14]([C:17](=[O:18])[N:19]([c:20]2[cH:21][c:22]([Cl:27])[c:23]([Cl:26])[cH:24][cH:25]2)[CH2:28][CH2:29][CH2:30][N:31]2[CH2:32][CH2:33][CH:34]([CH2:37][c:38]3[cH:39][cH:40][cH:41][cH:42][cH:43]3)[CH2:35][CH2:36]2)[CH2:15][CH2:16]1. Yields the product ClC=1C=C(C=CC1)NC1=NC=2N(C=C1)N=CC2C=O (5-(3-chlorophenylamino)pyrazolo[1,5-a]pyrimidine-3-carbaldehyde). Reaction conditions: temperature 120 celsius. Reported procedure: To 5-chloropyrazolo[1,5-a]pyrimidine-3-carbaldehyde (120 mg, 0.66 mmol) in 1.5 ml dioxane was added 3-chloroaniline (35 μL, 3.31 mmol). The mixture was heated in Microwave 10 minutes at 120° C. The solid formed was isolated by filtration and air dried to give 5-(3-chlorophenylamino)pyrazolo[1,5-a]pyrimidine-3-carbaldehyde as orange solid. LCMS (M+1=273) Reaction SMILES: Cl[C:2]1[CH:7]=[CH:6][N:5]2[N:8]=[CH:9][C:10]([CH:11]=[O:12])=[C:4]2[N:3]=1.[Cl:13][C:14]1[CH:15]=[C:16]([CH:18]=[CH:19][CH:20]=1)[NH2:17]>O1CCOCC1>[Cl:13][C:14]1[CH:15]=[C:16]([NH:17][C:2]2[CH:7]=[CH:6][N:5]3[N:8]=[CH:9][C:10]([CH:11]=[O:12])=[C:4]3[N:3]=2)[CH:18]=[CH:19][CH:20]=1. Solvent: O1CCOCC1 (dioxane). Reactants: ClC1=NC=2N(C=C1)N=CC2C=O (5-chloropyrazolo[1,5-a]pyrimidine-3-carbaldehyde), ClC=1C=C(N)C=CC1 (3-chloroaniline). Starting materials: CC1=C(C(NC(=C1)C)=O)CNC(=O)C=1C(=C(C=C(C1)OCCO)N(C1CCC(CC1)NC(OC(C)(C)C)=O)CC)C (tert-butyl (4-((3-(((4,6-dimethyl-2-oxo-1,2-dihydropyridin-3-yl)methyl)carbamoyl)-5-(2-hydroxyethoxy)-2-methylphenyl)-(ethyl)-amino)cyclohexyl)carbamate), C(=O)(C(F)(F)F)O (TFA). Run in C(Cl)Cl (DCM). Conditions: time 1 hour. Yields the product NC1CCC(CC1)N(C=1C(=C(C(=O)NCC=2C(NC(=CC2C)C)=O)C=C(C1)OCCO)C)CC (3-((4-aminocyclohexyl)-(ethyl)-amino)-N-((4,6-dimethyl-2-oxo-1,2-dihydropyridin-3-yl)methyl)-5-(2-hydroxyethoxy)-2-methylbenzamide). Isolated yield 75.9%. Reaction SMILES: [CH3:1][C:2]1[CH:7]=[C:6]([CH3:8])[NH:5][C:4](=[O:9])[C:3]=1[CH2:10][NH:11][C:12]([C:14]1[C:15]([CH3:41])=[C:16]([N:24]([CH2:39][CH3:40])[CH:25]2[CH2:30][CH2:29][CH:28]([NH:31]C(=O)OC(C)(C)C)[CH2:27][CH2:26]2)[CH:17]=[C:18]([O:20][CH2:21][CH2:22][OH:23])[CH:19]=1)=[O:13].C(O)(C(F)(F)F)=O>C(Cl)Cl>[NH2:31][CH:28]1[CH2:27][CH2:26][CH:25]([N:24]([CH2:39][CH3:40])[C:16]2[C:15]([CH3:41])=[C:14]([CH:19]=[C:18]([O:20][CH2:21][CH2:22][OH:23])[CH:17]=2)[C:12]([NH:11][CH2:10][C:3]2[C:4](=[O:9])[NH:5][C:6]([CH3:8])=[CH:7][C:2]=2[CH3:1])=[O:13])[CH2:30][CH2:29]1. Procedure details: To a solution of tert-butyl (4-((3-(((4,6-dimethyl-2-oxo-1,2-dihydropyridin-3-yl)methyl)carbamoyl)-5-(2-hydroxyethoxy)-2-methylphenyl)-(ethyl)-amino)cyclohexyl)carbamate (0.80 g, 1.40 mmol) in DCM (5 mL) was added TFA (2 mL) and the reaction mixture was stirred at rt for 1 h. After completion of reaction, the solvent was removed under reduced pressure and saturated NaHCO3 solution was added. Extraction was carried out using 10% MeOH/DCM; the combined organic layers were washed with water and bri... Starting materials: C(C)OC(C1=CC=C(C=C1)C(CC(C)(C)C)=O)OCC (1-[4-(diethoxymethyl)-phenyl]-3,3-dimethylbutan-1-one), O.C1(=CC=C(C=C1)S(=O)(=O)O)C (p-toluenesulfonic acid monohydrate). Solvent: CC(=O)C (acetone). The product is CC(CC(=O)C1=CC=C(C=O)C=C1)(C)C (4-(3,3-Dimethyl-butyryl)-benzaldehyde). Yield: 65.1%. Reaction SMILES: C([O:3][CH:4](OCC)[C:5]1[CH:10]=[CH:9][C:8]([C:11](=[O:17])[CH2:12][C:13]([CH3:16])([CH3:15])[CH3:14])=[CH:7][CH:6]=1)C.O.C1(C)C=CC(S(O)(=O)=O)=CC=1>CC(C)=O>[CH3:14][C:13]([CH3:16])([CH3:15])[CH2:12][C:11]([C:8]1[CH:7]=[CH:6][C:5]([CH:4]=[O:3])=[CH:10][CH:9]=1)=[O:17] |f:1.2|. Procedure details: Dissolve 1-[4-(diethoxymethyl)-phenyl]-3,3-dimethylbutan-1-one (3.49 g, 12.55 mmol) in acetone (50 mL). Add p-toluenesulfonic acid monohydrate (238 mg, 1.256 mmol). Heat the mixture under reflux for 3 h. Concentrate in vacuo and partition the residue between water and EtOAc. Extract the aqueous phase three times with EtOAc. Dry the combined organic extracts over Na2SO4, filter and concentrate in vacuo. Purify the crude mixture by chromatography on silica gel eluting with hexane/EtOAc (9:1) to gi...